Dataset: the Open Reaction Database (ORD), a public repository of structured organic reaction records. Task: describe an organic reaction: reactants, conditions, products, and yield Starting materials: [H-].[Na+] (sodium hydride), C(C1=CC=CC=C1)OC1=C(C=C(C=C1)C1(OCCO1)C)CCO (2-[2-Benzyloxy-5-(2-methyl-1,3-dioxolan-2-yl)phenyl]ethanol), Ice, O (water), C(C1=CC=CC=C1)Br (benzyl bromide). The solvent is oil, CN(C=O)C (N,N-dimethylformamide). Yields the product C(C1=CC=CC=C1)OC1=C(C=C(C=C1)C(C)=O)CCOCC1=CC=CC=C1 (4'-benzyloxy-3'-(2-benzyloxyethyl)acetophenone). As a reaction SMILES: [CH2:1]([O:8][C:9]1[CH:14]=[CH:13][C:12]([C:15]2([CH3:20])[O:19]CCO2)=[CH:11][C:10]=1[CH2:21][CH2:22][OH:23])[C:2]1[CH:7]=[CH:6][CH:5]=[CH:4][CH:3]=1.[H-].[Na+].[CH2:26](Br)[C:27]1[CH:32]=[CH:31][CH:30]=[CH:29][CH:28]=1.O>CN(C)C=O>[CH2:1]([O:8][C:9]1[CH:14]=[CH:13][C:12]([C:15](=[O:19])[CH3:20])=[CH:11][C:10]=1[CH2:21][CH2:22][O:23][CH2:26][C:27]1[CH:32]=[CH:31][CH:30]=[CH:29][CH:28]=1)[C:2]1[CH:3]=[CH:4][CH:5]=[CH:6][CH:7]=1 |f:1.2|. Procedure details: 2-[2-Benzyloxy-5-(2-methyl-1,3-dioxolan-2-yl)phenyl]ethanol (9.0 g) was dissolved in N,N-dimethylformamide (100 ml), and 60% sodium hydride in oil (1.26 g) was added to the solution under ice-cooling with stirring. After reaction for an hour at room temperature, benzyl bromide (3.75 ml) was added to the reaction mixture under ice-cooling with stirring, followed by reaction for 16 hours at room temperature. Ice (100 g) and water (100 ml) were added to the reaction mixture, and the resulting mixtu... The reactants are N1N=CCC1C(=O)O (4,5-Dihydro-1H-pyrazole-5-carboxylic acid), C1(CCCC1)C[C@@H](C(=O)F)CN(OCC1=CC=CC=C1)C=O ((2R)-3-cyclopentyl-2-({formyl[(phenylmethyl)oxy]amino}methyl)propanoyl fluoride), CC(=O)O (HOAc), CCN(C(C)C)C(C)C (Hunig's base). Solvent: C(Cl)Cl (DCM), C(Cl)Cl (DCM). Reaction conditions: time 1 hour. Product: C1(CCCC1)C[C@@H](C(=O)N1N=CC[C@H]1C(=O)O)CN(OCC1=CC=CC=C1)C=O ((5S)-1-[(2R)-3-cyclopentyl-2-({formyl[(phenylmethyl)oxy]amino}methyl)propanoyl]-4,5-dihydro-1H-pyrazole-5-carboxylic acid). Isolated yield 20.0%. As a reaction SMILES: [NH:1]1[CH:5]([C:6]([OH:8])=[O:7])[CH2:4][CH:3]=[N:2]1.[CH:9]1([CH2:14][C@H:15]([CH2:19][N:20]([CH:29]=[O:30])[O:21][CH2:22][C:23]2[CH:28]=[CH:27][CH:26]=[CH:25][CH:24]=2)[C:16](F)=[O:17])[CH2:13][CH2:12][CH2:11][CH2:10]1.CCN(C(C)C)C(C)C.CC(O)=O>C(Cl)Cl>[CH:9]1([CH2:14][C@H:15]([CH2:19][N:20]([CH:29]=[O:30])[O:21][CH2:22][C:23]2[CH:28]=[CH:27][CH:26]=[CH:25][CH:24]=2)[C:16]([N:1]2[C@H:5]([C:6]([OH:8])=[O:7])[CH2:4][CH:3]=[N:2]2)=[O:17])[CH2:13][CH2:12][CH2:11][CH2:10]1. Reported procedure: 4,5-Dihydro-1H-pyrazole-5-carboxylic acid (939 mg, 8.23 mmol) in 20 ml of DCM was added into a solution of (2R)-3-cyclopentyl-2-({formyl[(phenylmethyl)oxy]amino}methyl)propanoyl fluoride (3035 mg, 9.88 mmol) in 21.8 ml of DCM, and followed by Hunig's base (4.3 ml, 24.69 mmol). The resulting solution was stirred at ambient temperature for 1 hr. HOAc (8 ml) was added to neutralize the solution, and then it was purified by RP-HPLC to give (5S)-1-[(2R)-3-cyclopentyl-2-({formyl[(phenylmethyl)oxy]amin... The reactants are CCCN(CCCCBr)S(=O)(=O)c1c(C)cc(C)cc1C, Cc1ccccc1, CCOC(C)=O, [H-], [Na+], CN(C)C=O, Cc1cc(C)c(S(=O)(=O)NCCCCNC(c2ccccc2)(c2ccccc2)c2ccccc2)c(C)c1. Yields the product CCCN(CCCCN(CCCCNC(c1ccccc1)(c1ccccc1)c1ccccc1)S(=O)(=O)c1c(C)cc(C)cc1C)S(=O)(=O)c1c(C)cc(C)cc1C. As a reaction SMILES: [Br:40][CH2:41][CH2:42][CH2:43][CH2:44][N:45]([S:46](=[O:47])(=[O:48])[c:49]1[c:50]([CH3:57])[cH:51][c:52]([CH3:56])[cH:53][c:54]1[CH3:55])[CH2:58][CH2:59][CH3:60].[CH3:61][c:62]1[cH:63][cH:64][cH:65][cH:66][cH:67]1.[CH3:68][CH2:69][O:70][C:71]([CH3:72])=[O:73].[H-:2].[Na+:1].[O:74]=[CH:75][N:76]([CH3:77])[CH3:78].[c:3]1([CH3:39])[c:4]([S:11](=[O:12])(=[O:13])[NH:14][CH2:15][CH2:16][CH2:17][CH2:18][NH:19][C:20]([c:21]2[cH:22][cH:23][cH:24][cH:25][cH:26]2)([c:27]2[cH:28][cH:29][cH:30][cH:31][cH:32]2)[c:33]2[cH:34][cH:35][cH:36][cH:37][cH:38]2)[c:5]([CH3:10])[cH:6][c:7]([CH3:9])[cH:8]1>>[c:3]1([CH3:39])[c:4]([S:11](=[O:12])(=[O:13])[N:14]([CH2:15][CH2:16][CH2:17][CH2:18][NH:19][C:20]([c:21]2[cH:22][cH:23][cH:24][cH:25][cH:26]2)([c:27]2[cH:28][cH:29][cH:30][cH:31][cH:32]2)[c:33]2[cH:34][cH:35][cH:36][cH:37][cH:38]2)[CH2:41][CH2:42][CH2:43][CH2:44][N:45]([S:46](=[O:47])(=[O:48])[c:49]2[c:50]([CH3:57])[cH:51][c:52]([CH3:56])[cH:53][c:54]2[CH3:55])[CH2:58][CH2:59][CH3:60])[c:5]([CH3:10])[cH:6][c:7]([CH3:9])[cH:8]1.